Dataset: the Open Reaction Database (ORD), a public repository of structured organic reaction records. Task: describe an organic reaction: reactants, conditions, products, and yield Product: FC1=CC=C(C=C1)CC1=CC=C(S1)\C=C/[C@@H](C)N(C(=O)N)O (Z-N-[3-(5-(4-Fluorophenylmethyl)-thien-2-yl)-1-[R]-methyl-2-propenyl]-N-hydroxyurea). Run at time 24 hour. Isolated yield 28.8%. Procedure: A solution of (R)-N-{3-[5-(4-fluorophenylmethyl)thien-2-yl]-1-methyl-2-propynyl}-N-hydroxyurea (0.50 g, 1.57 mmol), prepared as in step 4, quinoline (0.25 mL, 2.11 mmol), and 5% palladium on calcium chloride poisoned with lead (0.025 g) in acetone (15 mL) was allowed to stir under hydrogen (atmospheric pressure) for 24 hours. The solution was filtered through celite and solvents removed in vacuo. The resulting oil was taken up in ethyl acetate (50mL) and washed with aqueous 1M H3PO4 (3×25 mL) an... The reactants are FC1=CC=C(C=C1)CC1=CC=C(S1)C#C[C@@H](C)N(C(=O)N)O ((R)-N-{3-[5-(4-fluorophenylmethyl)thien-2-yl]-1-methyl-2-propynyl}-N-hydroxyurea), N1=CC=CC2=CC=CC=C12 (quinoline). Reaction SMILES: [F:1][C:2]1[CH:7]=[CH:6][C:5]([CH2:8][C:9]2[S:13][C:12]([C:14]#[C:15][C@H:16]([N:18]([OH:22])[C:19]([NH2:21])=[O:20])[CH3:17])=[CH:11][CH:10]=2)=[CH:4][CH:3]=1.N1C2C(=CC=CC=2)C=CC=1>CC(C)=O.[Pd]>[F:1][C:2]1[CH:3]=[CH:4][C:5]([CH2:8][C:9]2[S:13][C:12](/[CH:14]=[CH:15]\[C@H:16]([N:18]([OH:22])[C:19]([NH2:21])=[O:20])[CH3:17])=[CH:11][CH:10]=2)=[CH:6][CH:7]=1. Reagents/catalysts: [Pd] (palladium). The solvent is CC(=O)C (acetone). Starting materials: ClCCl, C=CCOc1cccc(C(=O)O)c1, O=[O+][O-]. Product: O=CCOc1cccc(C(=O)O)c1. RXN SMILES: [CH2:17]([Cl:18])[Cl:19].[CH2:1]([CH:2]=[CH2:3])[O:4][c:5]1[cH:6][c:7]([C:8](=[O:9])[OH:10])[cH:11][cH:12][cH:13]1.[O-:14][O+:15]=[O:16]>>[CH2:1]([CH:2]=[O:14])[O:4][c:5]1[cH:6][c:7]([C:8](=[O:9])[OH:10])[cH:11][cH:12][cH:13]1. Reactants: C1COCCN1, [I-], COc1cc(C#N)c(N)cc1OCCCCl, [Na+]. Yields the product COc1cc(C#N)c(N)cc1OCCCN1CCOCC1. As a reaction SMILES: [CH2:17]1[CH2:18][O:19][CH2:20][CH2:21][NH:22]1.[I-:24].[NH2:1][c:2]1[c:3]([C:4]#[N:5])[cH:6][c:7]([O:15][CH3:16])[c:8]([O:10][CH2:11][CH2:12][CH2:13][Cl:14])[cH:9]1.[Na+:23]>>[NH2:1][c:2]1[c:3]([C:4]#[N:5])[cH:6][c:7]([O:15][CH3:16])[c:8]([O:10][CH2:11][CH2:12][CH2:13][N:22]2[CH2:17][CH2:18][O:19][CH2:20][CH2:21]2)[cH:9]1. Starting materials: C(C1=CC=CC=C1)OC(=O)N1CCC(CC1)COC1=CC=C(C=C1)[N+](=O)[O-] (1-(Benzyloxycarbonyl)-4-[(4-nitrophenoxy)methyl]piperidine). The reagents and catalysts are [Zn] (Zinc). Run in C(C)O (ethanol), Cl (hydrochloric acid). Yields the product NC1=CC=C(OCC2CCN(CC2)C(=O)OCC2=CC=CC=C2)C=C1 (4-[(4-Aminophenoxy)methyl]-1-(benzyloxycarbonyl)piperidine). RXN SMILES: [CH2:1]([O:8][C:9]([N:11]1[CH2:16][CH2:15][CH:14]([CH2:17][O:18][C:19]2[CH:24]=[CH:23][C:22]([N+:25]([O-])=O)=[CH:21][CH:20]=2)[CH2:13][CH2:12]1)=[O:10])[C:2]1[CH:7]=[CH:6][CH:5]=[CH:4][CH:3]=1>C(O)C.Cl.[Zn]>[NH2:25][C:22]1[CH:21]=[CH:20][C:19]([O:18][CH2:17][CH:14]2[CH2:13][CH2:12][N:11]([C:9]([O:8][CH2:1][C:2]3[CH:7]=[CH:6][CH:5]=[CH:4][CH:3]=3)=[O:10])[CH2:16][CH2:15]2)=[CH:24][CH:23]=1. Procedure details: A solution of the product of part (ii) (10.0 g) in ethanol (400 ml) and 2N hydrochloric acid (200 ml) was heated to reflux with stirring. Zinc dust (8.80 g) was added at such a rate that the ensuing reaction was not too vigorous. The mixture was heated under reflux for 0.25 hour and then cooled and filtered. The filtrate was made basic with 0.88 ammonia solution and diluted with a large volume of water. The mixture was extracted several times with ethyl acetate and the combined extracts were was...